From a dataset of the Open Reaction Database (ORD), a public repository of structured organic reaction records. describe an organic reaction: reactants, conditions, products, and yield Starting materials: ClC1=C(C=C(C(=O)O)C=C1)S(NCC1CCCO1)(=O)=O (4-chloro-3-tetrahydrofurfurylsulfamoyl-benzoic acid), CN1CCNCC1 (N-methylpiperazine). Yields the product CN1CCN(CC1)C1=C(C=C(C(=O)O)C=C1)S(NCC1CCCO1)(=O)=O (4-(4-Methylpiperazine-1-yl)-3-tetrahydrofurfurylsulfamoylbenzoic acid). RXN SMILES: Cl[C:2]1[CH:10]=[CH:9][C:5]([C:6]([OH:8])=[O:7])=[CH:4][C:3]=1[S:11](=[O:20])(=[O:19])[NH:12][CH2:13][CH:14]1[O:18][CH2:17][CH2:16][CH2:15]1.[CH3:21][N:22]1[CH2:27][CH2:26][NH:25][CH2:24][CH2:23]1>>[CH3:21][N:22]1[CH2:27][CH2:26][N:25]([C:2]2[CH:10]=[CH:9][C:5]([C:6]([OH:8])=[O:7])=[CH:4][C:3]=2[S:11](=[O:20])(=[O:19])[NH:12][CH2:13][CH:14]2[O:18][CH2:17][CH2:16][CH2:15]2)[CH2:24][CH2:23]1. Procedure details: The reaction was carried out in a manner analogous to that of Example 31, using 32 g of 4-chloro-3-tetrahydrofurfurylsulfamoyl-benzoic acid and 30 g of N-methylpiperazine. The crude product was purified by recrystallization from ethanol. The reactants are CCO, COc1ccc(N2CCN(c3c(C)c(C)c4c(c3C)C(O)(c3ccco3)C(C)(C)O4)CC2)cc1. The product is COc1ccc(N2CCN(c3c(C)c(C)c4c(c3C)C(c3ccco3)C(C)(C)O4)CC2)cc1. RXN SMILES: [CH3:35][CH2:36][OH:37].[o:1]1[c:2]([C:6]2([OH:34])[C:7]([CH3:32])([CH3:33])[O:8][c:9]3[c:10]2[c:11]([CH3:31])[c:12]([N:17]2[CH2:18][CH2:19][N:20]([c:23]4[cH:24][cH:25][c:26]([O:29][CH3:30])[cH:27][cH:28]4)[CH2:21][CH2:22]2)[c:13]([CH3:16])[c:14]3[CH3:15])[cH:3][cH:4][cH:5]1>>[o:1]1[c:2]([CH:6]2[C:7]([CH3:32])([CH3:33])[O:8][c:9]3[c:10]2[c:11]([CH3:31])[c:12]([N:17]2[CH2:18][CH2:19][N:20]([c:23]4[cH:24][cH:25][c:26]([O:29][CH3:30])[cH:27][cH:28]4)[CH2:21][CH2:22]2)[c:13]([CH3:16])[c:14]3[CH3:15])[cH:3][cH:4][cH:5]1. Yields the product CCOc1ccc(-c2c(C=Cc3cccc(OC)c3OCC3CC3)nc3sccn3c2=O)cc1. Reaction SMILES: [CH2:1]([CH3:2])[O:3][c:4]1[cH:5][cH:6][c:7](-[c:10]2[c:11]([CH3:20])[n:12][c:13]3[n:14]([c:15]2=[O:16])[cH:17][cH:18][s:19]3)[cH:8][cH:9]1.[CH3:37][CH2:38][O-:39].[CH3:40][CH2:41][OH:42].[CH:21]1([CH2:24][O:25][c:26]2[c:27]([CH:28]=[O:29])[cH:30][cH:31][cH:32][c:33]2[O:34][CH3:35])[CH2:22][CH2:23]1.[Na+:36]>>[CH2:1]([CH3:2])[O:3][c:4]1[cH:5][cH:6][c:7](-[c:10]2[c:11]([CH:20]=[CH:28][c:27]3[c:26]([O:25][CH2:24][CH:21]4[CH2:22][CH2:23]4)[c:33]([O:34][CH3:35])[cH:32][cH:31][cH:30]3)[n:12][c:13]3[n:14]([c:15]2=[O:16])[cH:17][cH:18][s:19]3)[cH:8][cH:9]1. Starting materials: CCOc1ccc(-c2c(C)nc3sccn3c2=O)cc1, CC[O-], CCO, COc1cccc(C=O)c1OCC1CC1, [Na+].